Dataset: the Open Reaction Database (ORD), a public repository of structured organic reaction records. Task: describe an organic reaction: reactants, conditions, products, and yield The reactants are C(C)N(C(C)C)C(C)C (N-ethyl-diisopropylamine), S1C(=CC=C1)C(N)=S (thiophene-2-thiocarboxamide), Br.C(C)(=O)N1CC(C(CC1)=O)Br (1-acetyl-3-bromo-piperidin-4-one hydrobromide). Run in C(C)#N (acetonitrile). Conditions: temperature 50 celsius. Product: S1C(=CC=C1)C=1SC=2CN(CCC2N1)C(C)=O (1-(2-Thiophen-2-yl-6,7-dihydro-4H-thiazolo[5,4-c]pyridin-5-yl)-ethanone). As a reaction SMILES: [S:1]1[CH:5]=[CH:4][CH:3]=[C:2]1[C:6](=[S:8])[NH2:7].C(N(C(C)C)C(C)C)C.Br.[C:19]([N:22]1[CH2:27][CH2:26][C:25](=O)[CH:24](Br)[CH2:23]1)(=[O:21])[CH3:20]>C(#N)C>[S:1]1[CH:5]=[CH:4][CH:3]=[C:2]1[C:6]1[S:8][C:24]2[CH2:23][N:22]([C:19](=[O:21])[CH3:20])[CH2:27][CH2:26][C:25]=2[N:7]=1 |f:2.3|. Reported procedure: 2.8 mmol of thiophene-2-thiocarboxamide was dissolved in 10 ml acetonitrile. 5.6 mmol of N-ethyl-diisopropylamine was added, followed by 3.4 mmol 1-acetyl-3-bromo-piperidin-4-one hydrobromide (prepared according to patent U.S. Pat No. 4,122,083). The reaction mixture was heated to 50° C. for 4 hours, cooled and concentrated. Chromatography of the residue (SiO2; ethyl acetate) yields the title compound as a yellowish gum. MS (m/e): 265.0 (M+H+). Reactants: C1(=CC=CC=C1)CC1=C(C2=CC=CC=C2C=C1)O (2-phenylmethyl1-naphthol), C1(CCC(=O)O1)=O (succinic anhydride), [H-].[Na+] (Sodium hydride), Cl (hydrochloric acid). Run in O1CCCC1 (tetrahydrofuran), O1CCCC1 (tetrahydrofuran), CCCCCC (hexane). Product: C(=O)(O)CCC(=O)OC1=C(C=CC2=CC=CC=C12)CC1=CC=CC=C1 (1-(3-carboxvpropionvloxv)-2-phenylmethvlnaphthalene). Isolated yield 68.7%. Reaction SMILES: [H-].[Na+].[C:3]1([CH2:9][C:10]2[CH:19]=[CH:18][C:17]3[C:12](=[CH:13][CH:14]=[CH:15][CH:16]=3)[C:11]=2[OH:20])[CH:8]=[CH:7][CH:6]=[CH:5][CH:4]=1.[C:21]1(=[O:27])[O:26][C:24](=[O:25])[CH2:23][CH2:22]1.Cl>CCCCCC.O1CCCC1>[C:24]([CH2:23][CH2:22][C:21]([O:20][C:11]1[C:12]2[C:17](=[CH:16][CH:15]=[CH:14][CH:13]=2)[CH:18]=[CH:19][C:10]=1[CH2:9][C:3]1[CH:4]=[CH:5][CH:6]=[CH:7][CH:8]=1)=[O:27])([OH:26])=[O:25] |f:0.1|. Procedure: Sodium hydride (60% in mineral oil; 1.32 g, 0.33 mol) was washed free of mineral oil by stirring in hexane and decanting the solvent. Tetrahydrofuran (75 mL) was added and the suspension was stirred at 0°. A solution of 2-phenylmethyl1-naphthol (7.00 g, 0.030 mol) in tetrahydrofuran (100 mL) was added dropwise. After the mixture was stirred for two hours, a solution of succinic anhydride (3.30 g, 0.033 mol) in tetrahydrofuran (80 mL) was added dropwise. After stirring for one hour at 0°, 1 N hyd... Reactants: ClC=1C=C(C(=CC1F)N)N (4-Chloro-5-fluoro-benzene-1,2-diamine), C([O-])(O)=O.[Na+] (sodium bicarbonate), FC(C(C(=O)O)O)(F)F (3,3,3-trifluoro-2-hydroxy-propionic acid), Cl (HCl). Run in O (water), C(C)(=O)OCC (ethyl acetate). Reaction conditions: temperature 108 celsius. Product: ClC1=CC2=C(NC(=N2)C(C(F)(F)F)O)C=C1F (1-(5-Chloro-6-fluoro-1H-benzoimidazol-2-yl-)2,2,2-trifluoro-ethanol). As a reaction SMILES: [Cl:1][C:2]1[CH:3]=[C:4]([NH2:10])[C:5]([NH2:9])=[CH:6][C:7]=1[F:8].[F:11][C:12]([F:19])([F:18])[CH:13]([OH:17])[C:14](O)=O.Cl.C(=O)(O)[O-].[Na+]>O.C(OCC)(=O)C>[Cl:1][C:2]1[C:7]([F:8])=[CH:6][C:5]2[NH:9][C:14]([CH:13]([OH:17])[C:12]([F:19])([F:18])[F:11])=[N:10][C:4]=2[CH:3]=1 |f:3.4|. Reported procedure: 4-Chloro-5-fluoro-benzene-1,2-diamine (5.20 g; 32.4 mmoles) and 3,3,3-trifluoro-2-hydroxy-propionic acid (7.00 g; 48.6 mmoles) were suspended in 6N HCl (9 mL; 54 mmoles) under a nitrogen atmosphere. The reaction was stirred vigorously and heated to 108° C. for 18 hrs, then cooled to room temperature. The reaction was diluted with water (100 mL) and with ethyl acetate (100 mL), then sodium bicarbonate (6.90 g; 81.00 mmoles) was added slowly and in portions to quench the reaction. The aqueous laye... Reactants: COC=1C=C(C(=O)Cl)C=CC1OC (3,4-dimethoxybenzoyl chloride), NC=1C(=CC(=C(C1)NC(C1=CC(=CC=C1)N(C)C)=O)F)Cl (N-(5-amino-4-chloro-2-fluorophenyl)-3-dimethylaminobenzamide). Run in N1=CC=CC=C1 (pyridine). Run at time 18 hour. Yields the product ClC1=C(C=C(C(=C1)F)NC(C1=CC(=CC=C1)N(C)C)=O)NC(C1=CC(=C(C=C1)OC)OC)=O (N-[2-chloro-5-(3-dimethylaminobenzamido)4-fluorophenyl]-3,4-dimethoxybenzamide). Yield: 27.9%. RXN SMILES: [CH3:1][O:2][C:3]1[CH:4]=[C:5]([CH:9]=[CH:10][C:11]=1[O:12][CH3:13])[C:6](Cl)=[O:7].[NH2:14][C:15]1[C:16]([Cl:34])=[CH:17][C:18]([F:33])=[C:19]([NH:21][C:22](=[O:32])[C:23]2[CH:28]=[CH:27][CH:26]=[C:25]([N:29]([CH3:31])[CH3:30])[CH:24]=2)[CH:20]=1>N1C=CC=CC=1>[Cl:34][C:16]1[CH:17]=[C:18]([F:33])[C:19]([NH:21][C:22](=[O:32])[C:23]2[CH:28]=[CH:27][CH:26]=[C:25]([N:29]([CH3:30])[CH3:31])[CH:24]=2)=[CH:20][C:15]=1[NH:14][C:6](=[O:7])[C:5]1[CH:9]=[CH:10][C:11]([O:12][CH3:13])=[C:3]([O:2][CH3:1])[CH:4]=1. Reported procedure: A mixture of 3,4-dimethoxybenzoyl chloride (0.5 g), N-(5-amino-4-chloro-2-fluorophenyl)-3-dimethylaminobenzamide (0.781 g) and pyridine (8 ml) was stirred at ambient temperature for 18 hours. The mixture was evaporated and the residue was partitioned between methylene chloride and a saturated aqueous copper sulphate solution. The organic phase was washed in turn with water and a saturated aqueous sodium chloride solution, dried (MgSO4) and evaporated. The residue was purified by column chromatog... Reactants: [N+](=O)([O-])C1=CC=C(C=C1)CS(=O)(=O)NC1=CC=CC=C1 (4-Nitro-N-phenylbenzenemethanesulphonamide), CO (Methanol), [H][H] (hydrogen). The reagents and catalysts are [Pd]=O (palladium oxide). Solvent: C(C)(=O)OCC (ethyl acetate). The product is NC1=CC=C(C=C1)CS(=O)(=O)NC1=CC=CC=C1 (4-Amino-N-phenylbenzenemethanesulphonamide). The yield is 91.0%. Reaction SMILES: [N+:1]([C:4]1[CH:9]=[CH:8][C:7]([CH2:10][S:11]([NH:14][C:15]2[CH:20]=[CH:19][CH:18]=[CH:17][CH:16]=2)(=[O:13])=[O:12])=[CH:6][CH:5]=1)([O-])=O.[H][H].CO>C(OCC)(=O)C.[Pd]=O>[NH2:1][C:4]1[CH:9]=[CH:8][C:7]([CH2:10][S:11]([NH:14][C:15]2[CH:16]=[CH:17][CH:18]=[CH:19][CH:20]=2)(=[O:13])=[O:12])=[CH:6][CH:5]=1. Reported procedure: A solution of 4-Nitro-N-phenylbenzenemethanesulphonamide (11.0 g), in ethyl acetate (400 ml) was hydrogenated at room temperature and pressure over pre-reduced 10% palladium oxide on charcoal (1.0 g, 50% paste with water) for 4 h until hydrogen uptake ceased (2.7 l). Methanol (400 ml) was added, the catalyst filtered off, and the filtrate evaporated in vacuo to give the title compound as a white solid (8.98 g), m.p. 180°-182°. Starting materials: NC=1SC=C(N1)C(C(=O)N[C@@H]1C(N([C@@H]1C(=O)OC)S(=O)(=O)[O-])=O)=NOC(C)(C(=O)OCC1=CC=C(C=C1)[N+](=O)[O-])C.[Na+] (sodium cis-3-{2-(2-amino-4-thiazolyl)-2-[1-methyl-1-(p-nitrobenzyloxycarbonyl)ethyloxyimino]acetamido}-4-methoxycarbonyl-2-oxoazetidine-1-sulfonate), [H][H] (hydrogen), aqueous solution, C(O)([O-])=O.[Na+] (sodium hydrogen carbonate). Reagents/catalysts: [Pd] (palladium-on-carbon). The solvent is O (water), O1CCCC1 (tetrahydrofuran). Product: [Na+].[Na+].NC=1SC=C(N1)C(C(=O)N[C@@H]1C(N([C@@H]1C(=O)OC)S(=O)(=O)[O-])=O)=NOC(C)(C(=O)O)C.NC=1SC=C(N1)C(C(=O)N[C@@H]1C(N([C@@H]1C(=O)OC)S(=O)(=O)[O-])=O)=NOC(C)(C)C(=O)O (cis-3-[2-(2-amino-4-thiazolyl)-2-(1-methyl-1-carboxyethyloxyimino)acetamido]-4-methoxycarbonyl-2-oxoazetidine-1-sulfonic acid disodium salt). As a reaction SMILES: [NH2:1][C:2]1[S:3][CH:4]=[C:5]([C:7](=[N:24][O:25][C:26]([CH3:41])([C:28]([O:30]CC2C=CC([N+]([O-])=O)=CC=2)=[O:29])[CH3:27])[C:8]([NH:10][C@H:11]2[C@@H:14]([C:15]([O:17][CH3:18])=[O:16])[N:13]([S:19]([O-:22])(=[O:21])=[O:20])[C:12]2=[O:23])=[O:9])[N:6]=1.[Na+:42].[H][H].C(=O)([O-])O.[Na+]>O.O1CCCC1.[Pd]>[Na+:42].[Na+:42].[NH2:1][C:2]1[S:3][CH:4]=[C:5]([C:7](=[N:24][O:25][C:26]([CH3:41])([C:28]([OH:30])=[O:29])[CH3:27])[C:8]([NH:10][C@H:11]2[C@@H:14]([C:15]([O:17][CH3:18])=[O:16])[N:13]([S:19]([O-:22])(=[O:21])=[O:20])[C:12]2=[O:23])=[O:9])[N:6]=1.[NH2:1][C:2]1[S:3][CH:4]=[C:5]([C:7](=[N:24][O:25][C:26]([C:28]([OH:30])=[O:29])([CH3:27])[CH3:41])[C:8]([NH:10][C@H:11]2[C@@H:14]([C:15]([O:17][CH3:18])=[O:16])[N:13]([S:19]([O-:22])(=[O:21])=[O:20])[C:12]2=[O:23])=[O:9])[N:6]=1 |f:0.1,3.4,8.9.10.11|. Procedure details: In a mixture of 25 ml of water and 25 ml of tetrahydrofuran is dissolved 500 mg of sodium cis-3-{2-(2-amino-4-thiazolyl)-2-[1-methyl-1-(p-nitrobenzyloxycarbonyl)ethyloxyimino]acetamido}-4-methoxycarbonyl-2-oxoazetidine-1-sulfonate (syn-isomer), followed by addition of 500 mg of 10% palladium-on-carbon. The mixture is stirred in a hydrogen atmosphere at room temperature for one hour. After addition of 25 ml of an aqueous solution of sodium hydrogen carbonate (62 mg), the catalyst is filtered off ... Starting materials: CS(C)=O, CCOC(C)=O, Fc1cc(I)c(Cl)cn1, CC(C)(C)OC(=O)N1CCC(N)CC1. Product: CC(C)(C)OC(=O)N1CCC(Nc2cc(I)c(Cl)cn2)CC1. As a reaction SMILES: [CH3:24][S:25]([CH3:26])=[O:27].[CH3:28][CH2:29][O:30][C:31](=[O:32])[CH3:33].[Cl:1][c:2]1[c:3]([I:9])[cH:4][c:5]([F:8])[n:6][cH:7]1.[NH2:10][CH:11]1[CH2:12][CH2:13][N:14]([C:17](=[O:18])[O:19][C:20]([CH3:21])([CH3:22])[CH3:23])[CH2:15][CH2:16]1>>[Cl:1][c:2]1[c:3]([I:9])[cH:4][c:5]([NH:10][CH:11]2[CH2:12][CH2:13][N:14]([C:17](=[O:18])[O:19][C:20]([CH3:21])([CH3:22])[CH3:23])[CH2:15][CH2:16]2)[n:6][cH:7]1. Reported procedure: 252 mg of sodium hydride as a 60% suspension in oil (6.29 mmol) are placed in a 50 mL three-necked flask containing 10 mL of DMF and 0.592 g of phenol. The mixture is stirred at room temperature for 1 hour and a solution of 2,6-difluoronitrobenzene 47 (1.0 g, 6.29 mmol) in 10 mL of DMF is added. The reaction medium is left at room temperature for 24 hours. 50 mL of EtOAc are added and the mixture is washed twice with 20 mL of distilled water. The organic phase is dried over MgSO4, filtered and f... Starting materials: C1(=CC=CC=C1)O (phenol), [H-].[Na+] (sodium hydride), three-necked, CCOC(=O)C (EtOAc), suspension, oil, FC1=C(C(=CC=C1)F)[N+](=O)[O-] (2,6-difluoronitrobenzene). The solvent is CN(C)C=O (DMF), CN(C)C=O (DMF). Run at time 1 hour. The product is FC1=C(C(=CC=C1)OC1=CC=CC=C1)[N+](=O)[O-] (1-fluoro-2-nitro-3-phenoxybenzene). RXN SMILES: [H-].[Na+].[C:3]1([OH:9])[CH:8]=[CH:7][CH:6]=[CH:5][CH:4]=1.F[C:11]1[CH:16]=[CH:15][CH:14]=[C:13]([F:17])[C:12]=1[N+:18]([O-:20])=[O:19].CCOC(C)=O>CN(C=O)C>[F:17][C:13]1[CH:14]=[CH:15][CH:16]=[C:11]([O:9][C:3]2[CH:8]=[CH:7][CH:6]=[CH:5][CH:4]=2)[C:12]=1[N+:18]([O-:20])=[O:19] |f:0.1|. Isolated yield 72.9%. The reactants are COCN(c1cc(Cl)cnc1C(=O)c1cccnc1OC)S(=O)(=O)c1ccc(Cl)c(C(F)(F)F)c1, O=C(O)C(F)(F)F, [Na+], O=C([O-])O, O, O=S(=O)(O)O. The product is COc1ncccc1C(=O)c1ncc(Cl)cc1NS(=O)(=O)c1ccc(Cl)c(C(F)(F)F)c1. RXN SMILES: [Cl:1][c:2]1[c:3]([C:32]([F:33])([F:34])[F:35])[cH:4][c:5]([S:8](=[O:9])(=[O:10])[N:11]([CH2:12][O:13][CH3:14])[c:15]2[c:16]([C:22](=[O:23])[c:24]3[c:25]([O:30][CH3:31])[n:26][cH:27][cH:28][cH:29]3)[n:17][cH:18][c:19]([Cl:21])[cH:20]2)[cH:6][cH:7]1.[F:46][C:47]([F:48])([F:49])[C:50]([OH:51])=[O:52].[Na+:40].[O-:36][C:37]([OH:38])=[O:39].[OH2:53].[S:41](=[O:42])(=[O:43])([OH:44])[OH:45]>>[Cl:1][c:2]1[c:3]([C:32]([F:33])([F:34])[F:35])[cH:4][c:5]([S:8](=[O:9])(=[O:10])[NH:11][c:15]2[c:16]([C:22](=[O:23])[c:24]3[c:25]([O:30][CH3:31])[n:26][cH:27][cH:28][cH:29]3)[n:17][cH:18][c:19]([Cl:21])[cH:20]2)[cH:6][cH:7]1.